The task is: describe an organic reaction: reactants, conditions, products, and yield. This data is from the Open Reaction Database (ORD), a public repository of structured organic reaction records. Yields the product C1(=CC=CC=C1)CCCCCSC1=C2C(=NC=N1)N(N=C2)[C@H]2[C@H](O)[C@H](O)[C@H](O2)CO (4-(5-phenylpentylthio)-1-β-D-ribofuranosyl-pyrazolo[3,4-d]pyrimidine). Starting materials: C([O-])(O)=O.[K+] (potassium bicarbonate), C1(=CC=CC=C1)CCCCCCl (5-phenylpentyl chloride), SC1=C2C(=NC=N1)N(N=C2)[C@H]2[C@H](O)[C@H](O)[C@H](O2)CO (4-mercapto-1-β-D-ribofuranosylpyrazolo [3,4-d]pyrimidine), C([O-])(O)=O.[K+] (potassium bicarbonate), O (water). Reaction SMILES: [C:1]1([CH2:7][CH2:8][CH2:9][CH2:10][CH2:11]Cl)[CH:6]=[CH:5][CH:4]=[CH:3][CH:2]=1.[SH:13][C:14]1[N:19]=[CH:18][N:17]=[C:16]2[N:20]([C@@H:23]3[O:29][C@H:28]([CH2:30][OH:31])[C@@H:26]([OH:27])[C@H:24]3[OH:25])[N:21]=[CH:22][C:15]=12.C(=O)(O)[O-].[K+].O>CN(C)C=O.C(OCC)(=O)C>[C:1]1([CH2:7][CH2:8][CH2:9][CH2:10][CH2:11][S:13][C:14]2[N:19]=[CH:18][N:17]=[C:16]3[N:20]([C@@H:23]4[O:29][C@H:28]([CH2:30][OH:31])[C@@H:26]([OH:27])[C@H:24]4[OH:25])[N:21]=[CH:22][C:15]=23)[CH:6]=[CH:5][CH:4]=[CH:3][CH:2]=1 |f:2.3|. Run in CN(C=O)C (N,N-dimethylformamide), C(C)(=O)OCC (ethyl acetate). The yield is 9.2%. Procedure details: Crude 5-phenylpentyl chloride (1.3 g) was added to a stirred solution of 4-mercapto-1-β-D-ribofuranosylpyrazolo [3,4-d]pyrimidine (2.0 g) and potassium bicarbonate (0.7 g) in N,N-dimethylformamide. The reaction mixture was heated on a steam bath for 25 hours. An additional 0.7 g of potassium bicarbonate was added and after heating for 1 hour more, the mixture was poured into water. The cooled aqueous mixture was extracted with chloroform. The chloroform soluble material was chromatographed on a ... The reactants are Cl (hydrochloric acid), C(C)(=O)O (acetic acid), C(C1=CC=CC=C1)OC1CCC(CC1)C#N (4-benzyloxycyclohexane-1-nitrile). The product is C(C1=CC=CC=C1)OC1CCC(CC1)C(=O)O (4-benzyloxycyclohexane-1-carboxylic acid). Reaction SMILES: [CH2:1]([O:8][CH:9]1[CH2:14][CH2:13]C(C#N)[CH2:11][CH2:10]1)[C:2]1[CH:7]=[CH:6][CH:5]=[CH:4][CH:3]=1.Cl.[C:18]([OH:21])(=[O:20])[CH3:19]>>[CH2:1]([O:8][CH:9]1[CH2:14][CH2:13][CH:19]([C:18]([OH:21])=[O:20])[CH2:11][CH2:10]1)[C:2]1[CH:7]=[CH:6][CH:5]=[CH:4][CH:3]=1. Procedure details: The crude 4-benzyloxycyclohexane-1-nitrile (4.0 g) was refluxed with stirring with a mixture of glacial acetic acid (16 ml) and concentrated hydrochloric acid (24 ml) for 20 hours. The reaction mixture was cooled, the solid removed by filtration and washed with water. The product was ground with 2M sodium hydroxide solution (70 ml) and then diluted with water. Unchanged nitrile was removed by filtration and the filtrate acidified with concentrated hydrochloric acid. White crystals separated and ...